Dataset: the Open Reaction Database (ORD), a public repository of structured organic reaction records. Task: describe an organic reaction: reactants, conditions, products, and yield Reactants: NC=1OC=C(C1C#N)C(C)(C)C (2-amino-3-cyano-4-tert.-butylfuran), C(C)(=O)O (acetic acid), C(C)(=O)OC(C)=O (acetic anhydride). Product: C(C)(=O)NC=1OC=C(C1C#N)C(C)(C)C (2-acetylamino-3-cyano-4-tert.-butyl-furan). Yield: 83.4%. Reaction SMILES: [NH2:1][C:2]1[O:3][CH:4]=[C:5]([C:9]([CH3:12])([CH3:11])[CH3:10])[C:6]=1[C:7]#[N:8].[C:13](O)(=[O:15])[CH3:14].C(OC(=O)C)(=O)C>>[C:13]([NH:1][C:2]1[O:3][CH:4]=[C:5]([C:9]([CH3:12])([CH3:11])[CH3:10])[C:6]=1[C:7]#[N:8])(=[O:15])[CH3:14]. Procedure: 16.4 g (0.1 mole) of 2-amino-3-cyano-4-tert.-butylfuran were heated to 100° C. with 24 ml (0.4 mole) of acetic acid and 10.4 ml (0.11 mole) of acetic anhydride for one hour. Thereafter, the reaction mixture was evaporated under reduced pressure and the residue was recrystallized from a mixture of toluene/cyclohexane (1:2). 17.2 g of 2-acetylamino-3-cyano-4-tert.-butyl-furan of melting point 135° C. were obtained in this manner. The reactants are COc1cccc(OC)c1OCCCCBr, COCCCN1C(=O)CCc2ccc(COC3CN(C(=O)OC(C)(C)C)CCC3c3ccc(O)cc3)cc21. The product is COCCCN1C(=O)CCc2ccc(COC3CN(C(=O)OC(C)(C)C)CCC3c3ccc(OCCCCOc4c(OC)cccc4OC)cc3)cc21. Reaction SMILES: [Br:39][CH2:40][CH2:41][CH2:42][CH2:43][O:44][c:45]1[c:46]([O:53][CH3:54])[cH:47][cH:48][cH:49][c:50]1[O:51][CH3:52].[OH:1][c:2]1[cH:3][cH:4][c:5]([CH:8]2[CH:9]([O:21][CH2:22][c:23]3[cH:24][cH:25][c:26]4[c:31]([cH:32]3)[N:30]([CH2:33][CH2:34][CH2:35][O:36][CH3:37])[C:29](=[O:38])[CH2:28][CH2:27]4)[CH2:10][N:11]([C:14](=[O:15])[O:16][C:17]([CH3:18])([CH3:19])[CH3:20])[CH2:12][CH2:13]2)[cH:6][cH:7]1>>[O:1]([c:2]1[cH:3][cH:4][c:5]([CH:8]2[CH:9]([O:21][CH2:22][c:23]3[cH:24][cH:25][c:26]4[c:31]([cH:32]3)[N:30]([CH2:33][CH2:34][CH2:35][O:36][CH3:37])[C:29](=[O:38])[CH2:28][CH2:27]4)[CH2:10][N:11]([C:14](=[O:15])[O:16][C:17]([CH3:18])([CH3:19])[CH3:20])[CH2:12][CH2:13]2)[cH:6][cH:7]1)[CH2:40][CH2:41][CH2:42][CH2:43][O:44][c:45]1[c:46]([O:53][CH3:54])[cH:47][cH:48][cH:49][c:50]1[O:51][CH3:52].